From a dataset of the Open Reaction Database (ORD), a public repository of structured organic reaction records. describe an organic reaction: reactants, conditions, products, and yield The reactants are C(=O)(O)C=1C=C2C(C(=O)OC2=O)=CC1 (4-carboxyphthalic anhydride), NCC1=CC=C(C(=O)O)C=C1 (4-(aminomethyl)benzoic acid). Yields the product C(=O)(O)C=1C=C2C(C(=O)N(C2=O)CC2=CC=C(C=C2)C(=O)O)=CC1 (4-carboxy-N-(p-carboxyphenyl methyl)phthalimide). Isolated yield 79.2%. As a reaction SMILES: [C:1]([C:4]1[CH:5]=[C:6]2[C:11](=[O:12])[O:10][C:8](=O)[C:7]2=[CH:13][CH:14]=1)([OH:3])=[O:2].[NH2:15][CH2:16][C:17]1[CH:25]=[CH:24][C:20]([C:21]([OH:23])=[O:22])=[CH:19][CH:18]=1>>[C:1]([C:4]1[CH:5]=[C:6]2[C:11](=[O:12])[N:15]([CH2:16][C:17]3[CH:18]=[CH:19][C:20]([C:21]([OH:23])=[O:22])=[CH:24][CH:25]=3)[C:8](=[O:10])[C:7]2=[CH:13][CH:14]=1)([OH:3])=[O:2]. Procedure details: 4-carboxyphthalic anhydride (0.5 g, 0.0026 mol) and 4-(aminomethyl)benzoic acid (0.39 g, 0.0026 mol) were refluxed as above overnight. Crystallisation of the product from 1,4-dioxane/H2O yielded 0.67 g (79%) of 108 as a white solid: mp=365–366° C.; Rf 0.76 (A): Rf 0.71 (C): Rf 0.50 (D): IR (cm−1): 2800–3100 (OH), 3071 (C═CH), 2678 (C—H), 1782 (C═O), 1712 (bs, C═O), 1611 (C═C), 1577 (C═C), 1428 (C═C), 1391 (C—O), 1300 (C—O), 1105 (C—O), 734 (C═CH); MS m/z (rel intensity) 325 (20), 324 (100). Starting materials: ON=C1CC(c2ccccc2)c2ccccc21, Cc1ccc(S(=O)(=O)Cl)cc1, c1ccncc1. Yields the product Cc1ccc(S(=O)(=O)ON=C2CC(c3ccccc3)c3ccccc32)cc1. As a reaction SMILES: [OH:12][N:13]=[C:14]1[CH2:15][CH:16]([c:23]2[cH:24][cH:25][cH:26][cH:27][cH:28]2)[c:17]2[cH:18][cH:19][cH:20][cH:21][c:22]21.[c:1]1([CH3:11])[cH:2][cH:3][c:4]([S:7](=[O:8])(=[O:9])[Cl:10])[cH:5][cH:6]1.[cH:29]1[cH:30][cH:31][n:32][cH:33][cH:34]1>>[c:1]1([CH3:11])[cH:2][cH:3][c:4]([S:7](=[O:8])(=[O:9])[O:12][N:13]=[C:14]2[CH2:15][CH:16]([c:23]3[cH:24][cH:25][cH:26][cH:27][cH:28]3)[c:17]3[cH:18][cH:19][cH:20][cH:21][c:22]32)[cH:5][cH:6]1. Starting materials: CCOC(C)=O, O=[N+]([O-])c1ccc(F)c(F)c1, [H-], [Na+], CN(C)C=O, Oc1ccccc1. The product is O=[N+]([O-])c1ccc(Oc2ccccc2)c(F)c1. RXN SMILES: [CH3:26][CH2:27][O:28][C:29]([CH3:30])=[O:31].[F:1][c:2]1[c:3]([F:11])[cH:4][c:5]([N+:8](=[O:9])[O-:10])[cH:6][cH:7]1.[H-:20].[Na+:19].[O:21]=[CH:22][N:23]([CH3:24])[CH3:25].[OH:12][c:13]1[cH:14][cH:15][cH:16][cH:17][cH:18]1>>[c:2]1([O:12][c:13]2[cH:14][cH:15][cH:16][cH:17][cH:18]2)[c:3]([F:11])[cH:4][c:5]([N+:8](=[O:9])[O-:10])[cH:6][cH:7]1. Reactants: O=C(Cl)c1ccccc1, Nc1ccccc1-c1nc2cccnc2o1, c1ccncc1. Yields the product O=C(Nc1ccccc1-c1nc2cccnc2o1)c1ccccc1. Reaction SMILES: [C:17]([c:18]1[cH:19][cH:20][cH:21][cH:22][cH:23]1)(=[O:24])[Cl:25].[NH2:1][c:2]1[c:3](-[c:8]2[o:9][c:10]3[n:11][cH:12][cH:13][cH:14][c:15]3[n:16]2)[cH:4][cH:5][cH:6][cH:7]1.[cH:26]1[cH:27][cH:28][n:29][cH:30][cH:31]1>>[NH:1]([c:2]1[c:3](-[c:8]2[o:9][c:10]3[n:11][cH:12][cH:13][cH:14][c:15]3[n:16]2)[cH:4][cH:5][cH:6][cH:7]1)[C:17]([c:18]1[cH:19][cH:20][cH:21][cH:22][cH:23]1)=[O:24]. Reactants: O=C(O)C(F)(F)F, CC(C)(C)OC(=O)CNC(=O)C1=C(O)c2ccc(-c3ccccc3)cc2C(C)(C)C1=O. Product: CC1(C)C(=O)C(C(=O)NCC(=O)O)=C(O)c2ccc(-c3ccccc3)cc21. Reaction SMILES: [F:32][C:33]([F:34])([F:35])[C:36]([OH:37])=[O:38].[c:1]1(-[c:7]2[cH:8][cH:9][c:10]3[c:15]([cH:16]2)[C:14]([CH3:17])([CH3:18])[C:13](=[O:19])[C:12]([C:20](=[O:21])[NH:22][CH2:23][C:24](=[O:25])[O:26][C:27]([CH3:28])([CH3:29])[CH3:30])=[C:11]3[OH:31])[cH:2][cH:3][cH:4][cH:5][cH:6]1>>[c:1]1(-[c:7]2[cH:8][cH:9][c:10]3[c:15]([cH:16]2)[C:14]([CH3:17])([CH3:18])[C:13](=[O:19])[C:12]([C:20](=[O:21])[NH:22][CH2:23][C:24](=[O:25])[OH:26])=[C:11]3[OH:31])[cH:2][cH:3][cH:4][cH:5][cH:6]1.